Dataset: the Open Reaction Database (ORD), a public repository of structured organic reaction records. Task: describe an organic reaction: reactants, conditions, products, and yield Reactants: [SH3+] (sulfonium), [H-].[Na+] (sodium hydride), CS(=O)C (DMSO), BrC=1C=NC=CC1C=O (3-Bromo-pyridine-4-carbaldehyde), CS(=O)C (DMSO). Conditions: time 15 minute. Yields the product BrC=1C=NC=CC1C1OC1 (3-Bromo-4-oxiranyl-pyridine). As a reaction SMILES: [SH3+].[H-].[Na+].[Br:4][C:5]1[CH:6]=[N:7][CH:8]=[CH:9][C:10]=1[CH:11]=[O:12].[CH3:13]S(C)=O>>[Br:4][C:5]1[CH:6]=[N:7][CH:8]=[CH:9][C:10]=1[CH:11]1[CH2:13][O:12]1 |f:1.2|. Procedure details: To a solution of sulfonium salt (7.39 g, 33.6 mmol) in DMSO (40 mL) was added sodium hydride (60% in oil, 1.236 g, 30.9 mmol) at room temperature. After 15 min of stirring, 3-Bromo-pyridine-4-carbaldehyde (930 mg, 5 mmol) in DMSO (20 was added slowly at this temperature. After addition, the resulting mixture was stirred for another 30 min, and was subsequently quenched with brine. The mixture was extracted with ethyl acetate twice. The combined extracts were dried over anhydrous Na2SO4. After fi... Starting materials: C=CCNc1nc(Cl)nc2ccc([N+](=O)[O-])cc12, CC(C)N, O. The product is C=CCNc1nc(NC(C)C)nc2ccc([N+](=O)[O-])cc12. Reaction SMILES: [CH2:1]([CH:2]=[CH2:3])[NH:4][c:5]1[n:6][c:7]([Cl:18])[n:8][c:9]2[cH:10][cH:11][c:12]([N+:15](=[O:16])[O-:17])[cH:13][c:14]12.[CH3:19][CH:20]([CH3:21])[NH2:22].[OH2:23]>>[CH2:1]([CH:2]=[CH2:3])[NH:4][c:5]1[n:6][c:7]([NH:22][CH:20]([CH3:19])[CH3:21])[n:8][c:9]2[cH:10][cH:11][c:12]([N+:15](=[O:16])[O-:17])[cH:13][c:14]12. Reactants: O=C(CBr)c1ccc(F)cc1, CC1(C)CCc2ccccc2N1, CCOCC, CN(C)C=O. Product: CC1(C)CCc2ccccc2N1CC(=O)c1ccc(F)cc1. RXN SMILES: [Br:13][CH2:14][C:15](=[O:16])[c:17]1[cH:18][cH:19][c:20]([F:23])[cH:21][cH:22]1.[CH3:1][C:2]1([CH3:12])[NH:3][c:4]2[cH:5][cH:6][cH:7][cH:8][c:9]2[CH2:10][CH2:11]1.[CH3:24][CH2:25][O:26][CH2:27][CH3:28].[CH3:29][N:30]([CH3:31])[CH:32]=[O:33]>>[CH3:1][C:2]1([CH3:12])[N:3]([CH2:14][C:15](=[O:16])[c:17]2[cH:18][cH:19][c:20]([F:23])[cH:21][cH:22]2)[c:4]2[cH:5][cH:6][cH:7][cH:8][c:9]2[CH2:10][CH2:11]1. The reactants are OC1=CC2=C(C(CO2)=O)C=C1 (6-hydroxy-2H-benzofuran-3-one), COC=1C=C(C=O)C=CC1OCCCC (3-methoxy-4-butoxybenzaldehyde), Cl (hydrochloric acid). The solvent is CO (methanol). Yields the product COC=1C=C(C=CC1OCCCC)C=C1OC2=C(C1=O)C=CC(=C2)O (2-[(3-methoxy-4-butoxyphenyl)methylene]-6-hydroxy -3(2H)-benzofuranone). The yield is 42.8%. RXN SMILES: [OH:1][C:2]1[CH:11]=[CH:10][C:5]2[C:6](=[O:9])[CH2:7][O:8][C:4]=2[CH:3]=1.[CH3:12][O:13][C:14]1[CH:15]=[C:16]([CH:19]=[CH:20][C:21]=1[O:22][CH2:23][CH2:24][CH2:25][CH3:26])[CH:17]=O.Cl>CO>[CH3:12][O:13][C:14]1[CH:15]=[C:16]([CH:17]=[C:7]2[C:6](=[O:9])[C:5]3[CH:10]=[CH:11][C:2]([OH:1])=[CH:3][C:4]=3[O:8]2)[CH:19]=[CH:20][C:21]=1[O:22][CH2:23][CH2:24][CH2:25][CH3:26]. Reported procedure: After 6-hydroxy-2H-benzofuran-3-one 1 g and 3-methoxy-4-butoxybenzaldehyde 1.66 g were dissolved in methanol 60 ml, concentrated hydrochloric acid 50 ml was added, and the mixture was refluxed for 2.5 hours. After the solution was cooled to room temperature, the precipitated crystals were filtered and dried over phosphorous pentoxide at a temperature of 60° C. for four hours under reduced pressure to obtain the desired compound 0.97 g. The reactants are C1(=CC=CC=C1)P(C1=CC=CC=C1)C1=CC=CC=C1 (triphenylphosphine), COC1=CC=C(C=C1)S(=O)(=O)OC (methyl 4-methoxybenzenesulfonate). Product: COC1=CC=C(C=C1)S(=O)(=O)[O-].C[P+](C1=CC=CC=C1)(C1=CC=CC=C1)C1=CC=CC=C1 (Methyltriphenylphosphonium 4-methoxybenzenesulfonate). Yield: 181.3%. RXN SMILES: [C:1]1([P:7]([C:14]2[CH:19]=[CH:18][CH:17]=[CH:16][CH:15]=2)[C:8]2[CH:13]=[CH:12][CH:11]=[CH:10][CH:9]=2)[CH:6]=[CH:5][CH:4]=[CH:3][CH:2]=1.[CH3:20][O:21][C:22]1[CH:27]=[CH:26][C:25]([S:28]([O:31]C)(=[O:30])=[O:29])=[CH:24][CH:23]=1>>[CH3:20][O:21][C:22]1[CH:23]=[CH:24][C:25]([S:28]([O-:31])(=[O:30])=[O:29])=[CH:26][CH:27]=1.[CH3:20][P+:7]([C:1]1[CH:2]=[CH:3][CH:4]=[CH:5][CH:6]=1)([C:8]1[CH:13]=[CH:12][CH:11]=[CH:10][CH:9]=1)[C:14]1[CH:15]=[CH:16][CH:17]=[CH:18][CH:19]=1 |f:2.3|. Procedure: A mixture of 8.89 g (44.0 mmol) of triphenylphosphine and 11.2 g (42.7 mmol) methyl 4-methoxybenzenesulfonate was allowed to react for 2 hr at 140° C. A total of 18.0 g (38.7 mmol, 90.7%) of the title compound was obtained. It was further purified by recrystallization from 90:10 toluene-acetonitrile. Analyses: mp 96.0°-98.5° C. The reactants are C(C)(=O)OC(C)=O (Acetic anhydride), NC1=CC(=NN1CC(=O)OCC)C1=CC=CC=C1 (ethyl 2-(5-amino-3-phenyl-pyrazol-1-yl)acetate). The solvent is N1=CC=CC=C1 (pyridine). Reaction conditions: time 16 hour. Yields the product C(C)(=O)NC1=CC(=NN1CC(=O)OCC)C1=CC=CC=C1 (Ethyl 2-(5-acetamido-3-phenyl-pyrazol-1-yl)acetate). Yield: 94.4%. As a reaction SMILES: [C:1](OC(=O)C)(=[O:3])[CH3:2].[NH2:8][C:9]1[N:13]([CH2:14][C:15]([O:17][CH2:18][CH3:19])=[O:16])[N:12]=[C:11]([C:20]2[CH:25]=[CH:24][CH:23]=[CH:22][CH:21]=2)[CH:10]=1>N1C=CC=CC=1>[C:1]([NH:8][C:9]1[N:13]([CH2:14][C:15]([O:17][CH2:18][CH3:19])=[O:16])[N:12]=[C:11]([C:20]2[CH:25]=[CH:24][CH:23]=[CH:22][CH:21]=2)[CH:10]=1)(=[O:3])[CH3:2]. Procedure: Acetic anhydride (12.7 mL, 134.8 mmol) was added dropwise to a solution of ethyl 2-(5-amino-3-phenyl-pyrazol-1-yl)acetate (31.5 g, 128.4 mmol) in pyridine (200 mL) at 0° C. under an atmosphere of nitrogen. Upon complete addition, the reaction mixture was warmed to room temperature and stirred for 16 h. The reaction mixture was concentrated in vacuo. The residue was diluted in CH2Cl2 (250 mL). The organic phase was washed with water and brine, dried (MgSO4), filtered and concentrated in vacuo. Th... The reactants are C=O (formaldehyde), OP(=O)(O)O (H3PO4), NC=1C=C(C=C(C(=O)OC)C1)C(=O)OC (Dimethyl 5-aminoisophthalate), C(=O)C=O (glyoxal), [NH4+].[Cl-] (NH4Cl). The solvent is CCO (EtOH). Run at temperature 90 celsius. Product: N1(C=NC=C1)C=1C=C(C=C(C(=O)OC)C1)C(=O)OC (dimethyl 5-(1H-imidazol-1-yl)isophthalate). Isolated yield 59.0%. As a reaction SMILES: [NH2:1][C:2]1[CH:3]=[C:4]([C:12]([O:14][CH3:15])=[O:13])[CH:5]=[C:6]([CH:11]=1)[C:7]([O:9][CH3:10])=[O:8].[CH:16]([CH:18]=O)=O.[NH4+:20].[Cl-].[CH2:22]=O.OP(O)(O)=O>CCO>[N:1]1([C:2]2[CH:11]=[C:6]([C:7]([O:9][CH3:10])=[O:8])[CH:5]=[C:4]([CH:3]=2)[C:12]([O:14][CH3:15])=[O:13])[CH:18]=[CH:16][N:20]=[CH:22]1 |f:2.3|. Procedure: Dimethyl 5-aminoisophthalate (1.00 g, 4.78 mmol, 1 eq) and glyoxal trimer 2H2O (1.004 g, 4.78 mmol, 1 eq) were stirred in 6 ml EtOH overnight. NH4Cl (0.5114 g, 9.56 mmol, 2 eq) was added. After 15 min aqueous formaldehyde (37%, 0.71 ml, 0.78 g, 9.56 mmol, 2 eq) was added and the mixture was heated to reflux at 90° C. After 1 h the reaction was cooled to room temperature. After the dropwise addition of H3PO4 (85%, 0.65 ml, 1.1 g, 9.56 mmol, 2 eq) the reaction was heated to reflux at 95° C. After ...